This data is from the Open Reaction Database (ORD), a public repository of structured organic reaction records. The task is: describe an organic reaction: reactants, conditions, products, and yield Starting materials: C(=O)[O-].[NH4+] (Ammonium formate), BrC1=CC=C(C(=O)C2=CC=CC=C2)C=C1 (4-bromobenzophenone). Reaction conditions: temperature 150 celsius. Yields the product BrC1=CC=C(C=C1)C(N)C1=CC=CC=C1 ((4-bromophenyl)(phenyl) methanamine). Yield: 72.5%. RXN SMILES: C([O-])=O.[NH4+:4].[Br:5][C:6]1[CH:19]=[CH:18][C:9]([C:10]([C:12]2[CH:17]=[CH:16][CH:15]=[CH:14][CH:13]=2)=O)=[CH:8][CH:7]=1>>[Br:5][C:6]1[CH:19]=[CH:18][C:9]([CH:10]([C:12]2[CH:17]=[CH:16][CH:15]=[CH:14][CH:13]=2)[NH2:4])=[CH:8][CH:7]=1 |f:0.1|. Procedure: Ammonium formate (20.1 g, 0.318 mol) was placed in a 3-neck flask equipped with temperature controller, mechanical stirrer and a condenser and heated at 150° C. 4-bromobenzophenone (7.2 g, 0.0276 mol) was added at once, the temperature was raised to 165° C. and the mixture was stirred at reflux for twnety-four hours. The reaction mixture was cooled to ambient temperature, triturated in ethyl acetate (350 mL), treated with charcoal and filtered through a Celite pad. The filtrate was concentrated,... Reactants: C1CCOC1, Cn1nc(CO)cc1CN1CCOCC1, COC(=O)CCC(C(N)=O)N1Cc2c(O)cccc2C1=O, CC(C)OC(=O)N=NC(=O)OC(C)C, c1ccc(P(c2ccccc2)c2ccccc2)cc1. Yields the product COC(=O)CCC(C(N)=O)N1Cc2c(OCc3cc(CN4CCOCC4)n(C)n3)cccc2C1=O. Reaction SMILES: [CH2:70]1[O:71][CH2:72][CH2:73][CH2:74]1.[CH3:55][n:56]1[n:57][c:58]([CH2:68][OH:69])[cH:59][c:60]1[CH2:61][N:62]1[CH2:63][CH2:64][O:65][CH2:66][CH2:67]1.[NH2:20][C:21]([CH:22]([CH2:23][CH2:24][C:25](=[O:26])[O:27][CH3:28])[N:29]1[C:30](=[O:39])[c:31]2[cH:32][cH:33][cH:34][c:35]([OH:38])[c:36]2[CH2:37]1)=[O:40].[O:41]=[C:42]([O:43][CH:44]([CH3:45])[CH3:46])[N:47]=[N:48][C:49]([O:50][CH:51]([CH3:52])[CH3:53])=[O:54].[c:1]1([P:2]([c:3]2[cH:4][cH:5][cH:6][cH:7][cH:8]2)[c:9]2[cH:10][cH:11][cH:12][cH:13][cH:14]2)[cH:15][cH:16][cH:17][cH:18][cH:19]1>>[NH2:20][C:21]([CH:22]([CH2:23][CH2:24][C:25](=[O:26])[O:27][CH3:28])[N:29]1[C:30](=[O:39])[c:31]2[cH:32][cH:33][cH:34][c:35]([O:38][CH2:68][c:58]3[n:57][n:56]([CH3:55])[c:60]([CH2:61][N:62]4[CH2:63][CH2:64][O:65][CH2:66][CH2:67]4)[cH:59]3)[c:36]2[CH2:37]1)=[O:40]. Starting materials: C(C1=CC=CC=C1)NC(=O)NN(CC(=O)N[C@H](C(=O)N(CC1=NC(=CC=C1)F)CC(OCC)OCC)CC1=C(C=C(C=C1)OCC1=CC=CC=C1)F)CC=C ((2S)-2-(2-(((benzylcarbamoyl)amino)(prop-2-en-1-yl)amino)acetamido)-3-(4-(benzyloxy)-2-fluorophenyl)-N-(2,2-diethoxyethyl)-N-((6-fluoropyridin-2-yl)methyl)propanamide). The solvent is C(=O)O (formic acid). Run at time 15 minute. Product: C(C1=CC=CC=C1)NC(=O)N1N(CC(N2[C@@H]1CN(C([C@@H]2CC2=C(C=C(C=C2)OCC2=CC=CC=C2)F)=O)CC2=NC(=CC=C2)F)=O)CC=C ((6S,9aS)-N-Benzyl-6-((4-(benzyloxy)-2-fluorophenyl)methyl)-8-((6-fluoropyridin-2-yl)methyl)-4,7-dioxo-2-(prop-2-en-1-yl)-octahydro-1H-pyrazino[2,1-c][1,2,4]triazine-1-carboxamide). Yield: 79.7%. Reaction SMILES: [CH2:1]([NH:8][C:9]([NH:11][N:12]([CH2:53][CH:54]=[CH2:55])[CH2:13][C:14]([NH:16][C@@H:17]([CH2:37][C:38]1[CH:43]=[CH:42][C:41]([O:44][CH2:45][C:46]2[CH:51]=[CH:50][CH:49]=[CH:48][CH:47]=2)=[CH:40][C:39]=1[F:52])[C:18]([N:20]([CH2:29][CH:30](OCC)OCC)[CH2:21][C:22]1[CH:27]=[CH:26][CH:25]=[C:24]([F:28])[N:23]=1)=[O:19])=[O:15])=[O:10])[C:2]1[CH:7]=[CH:6][CH:5]=[CH:4][CH:3]=1>C(O)=O>[CH2:1]([NH:8][C:9]([N:11]1[C@H:30]2[CH2:29][N:20]([CH2:21][C:22]3[CH:27]=[CH:26][CH:25]=[C:24]([F:28])[N:23]=3)[C:18](=[O:19])[C@H:17]([CH2:37][C:38]3[CH:43]=[CH:42][C:41]([O:44][CH2:45][C:46]4[CH:51]=[CH:50][CH:49]=[CH:48][CH:47]=4)=[CH:40][C:39]=3[F:52])[N:16]2[C:14](=[O:15])[CH2:13][N:12]1[CH2:53][CH:54]=[CH2:55])=[O:10])[C:2]1[CH:3]=[CH:4][CH:5]=[CH:6][CH:7]=1. Reported procedure: A mixed solution of (2S)-2-(2-(((benzylcarbamoyl)amino)(prop-2-en-1-yl)amino)acetamido)-3-(4-(benzyloxy)-2-fluorophenyl)-N-(2,2-diethoxyethyl)-N-((6-fluoropyridin-2-yl)methyl)propanamide (7.28 g, 9.48 mmol) described in Production Example 1-1-4 and formic acid (50 mL) was stirred at room temperature for 15 hours and 15 minutes. The reaction mixture was concentrated under a reduced pressure, an aqueous ammonia solution was added to the residue, and the resultant solution was extracted with ethyl ... Starting materials: C(O)([O-])=O.[Na+] (sodium hydrogen carbonate), C(C)(C)(C)OC(=O)N1CCC(CC1)=O (1-tert-butoxycarbonylpiperidin-4-one), C1(CC1)N (cyclopropylamine), C(C)(=O)O[BH-](OC(C)=O)OC(C)=O.[Na+] (sodium trisacetoxyborohydride), ClCCCl (1,2-dichloroethane). Run in C(C)(=O)O (acetic acid). Reaction conditions: time 15 hour. The product is C1(CC1)NC1CCNCC1 (Cyclopropylpiperidin-4-ylamine), Cl (hydrochloride). Reaction SMILES: C(OC([N:8]1[CH2:13][CH2:12][C:11](=O)[CH2:10][CH2:9]1)=O)(C)(C)C.[CH:15]1([NH2:18])[CH2:17][CH2:16]1.C(O[BH-](OC(=O)C)OC(=O)C)(=O)C.[Na+].C(=O)([O-])O.[Na+].[Cl:38]CCCl>C(O)(=O)C>[CH:15]1([NH:18][CH:11]2[CH2:10][CH2:9][NH:8][CH2:13][CH2:12]2)[CH2:17][CH2:16]1.[ClH:38] |f:2.3,4.5|. Procedure details: A solution of 1-tert-butoxycarbonylpiperidin-4-one (1 g, 5 mmol) and cyclopropylamine (352 μl) in 15 ml of 1,2-dichloroethane is stirred at RT for 20 min after which sodium trisacetoxyborohydride (1.6 g, 7 mmol) and 0.3 ml of acetic acid are added. After having been stirred at RT for 15 h, the reaction mixture is hydrolysed with a saturated solution of sodium hydrogen carbonate and extracted with 2×50 ml of dichloromethane. The combined organic phases are washed with a saturated solution of sodi...